This data is from the Open Reaction Database (ORD), a public repository of structured organic reaction records. The task is: describe an organic reaction: reactants, conditions, products, and yield The reactants are NC1=CC(=C(OC2=CC(=NC=N2)N)C=C1)F (6-(4-amino-2-fluorophenoxy)pyrimidin-4-amine), FC1=CC=C(C=C1)CC(=O)N=C=O (2-(4-fluorophenyl)acetyl isocyanate), COC1=CC=C(CNC2=CC(=NC=N2)OC2=C(C=C(C=C2)NC(=O)NC(CC2=CC=C(C=C2)F)=O)F)C=C1 (1-(4-(6-(4-Methoxybenzylamino)pyrimidin-4-yloxy)-3-fluorophenyl)-3-(2-(4-fluorophenyl)acetyl)urea), COC1=CC=C(CNC2=CC(=NC=N2)OC2=C(C=C(C=C2)NC(=O)NC(CC2=CC=C(C=C2)F)=O)F)C=C1 (1-(4-(6-(4-Methoxybenzylamino)pyrimidin-4-yloxy)-3-fluorophenyl)-3-(2-(4-fluorophenyl)acetyl)urea). The solvent is C1CCOC1 (THF). Product: NC1=CC(=NC=N1)OC1=C(C=C(C=C1)NC(=O)NC(CC1=CC=C(C=C1)F)=O)F (1-(4-(6-Aminopyrimidin-4-yloxy)-3-fluorophenyl)-3-(2-(4-fluorophenyl)acetyl)urea). The yield is 55.6%. RXN SMILES: NC1C=CC(OC2N=CN=C(N)C=2)=C(F)C=1.FC1C=CC(CC(N=C=O)=O)=CC=1.COC1C=CC(C[NH:37][C:38]2[N:43]=[CH:42][N:41]=[C:40]([O:44][C:45]3[CH:50]=[CH:49][C:48]([NH:51][C:52]([NH:54][C:55](=[O:64])[CH2:56][C:57]4[CH:62]=[CH:61][C:60]([F:63])=[CH:59][CH:58]=4)=[O:53])=[CH:47][C:46]=3[F:65])[CH:39]=2)=CC=1>C1COCC1>[NH2:37][C:38]1[N:43]=[CH:42][N:41]=[C:40]([O:44][C:45]2[CH:50]=[CH:49][C:48]([NH:51][C:52]([NH:54][C:55](=[O:64])[CH2:56][C:57]3[CH:62]=[CH:61][C:60]([F:63])=[CH:59][CH:58]=3)=[O:53])=[CH:47][C:46]=2[F:65])[CH:39]=1. Reported procedure: The title compound was prepared from 6-(4-amino-2-fluorophenoxy)pyrimidin-4-amine (92 mg, 0.42 mmol) and 0.36 M 2-(4-fluorophenyl)acetyl isocyanate in toluene (Compound D of Example 11, 1.3 mL, 0.45 mmol) in THF as described above for Example 11. The crude product was purified by trituration using 1:1 EtOH/H2O followed by absolute EtOH. The product was vacuum dried to give the title compound (100 mg, 60%). A second, slightly less pure crop of the product (45 mg, 27%) was obtained by extracting t...